From a dataset of the Open Reaction Database (ORD), a public repository of structured organic reaction records. describe an organic reaction: reactants, conditions, products, and yield Procedure details: To a solution of (3R*,4R*)-3,4-epoxy-6-methoxy-2,2-dimethyl-7-nitro-3,4-dihydro-2H-1-benzopyran (2.50 g, 9.95 mmol) in 1,4-dioxane (5.0 mL), lithium perchlorate (1.06 g, 9.95 mmol) and 42-(phenylethyl)amine (1.50 mL, 11.9 mmol) were added at room temperature and the mixture was stirred at 80° C. for 1 hour. Upon the completion of the reaction, an aqueous solution of saturated ammonium chloride was added to the reaction solution, and the resulting solution was extracted with ethyl acetate. The or... The product is COC=1C(=CC2=C([C@@H]([C@H](C(O2)(C)C)O)NCCC2=CC=CC=C2)C1)[N+](=O)[O-] ((3R*,4S*)-6-Methoxy-2,2-dimethyl-7-nitro-4-[(2-phenylethyl)amino]-3,4-dihydro-2H-1-benzopyran-3-ol). Reactants: O1[C@H]2C(OC3=C([C@H]21)C=C(C(=C3)[N+](=O)[O-])OC)(C)C ((3R*,4R*)-3,4-epoxy-6-methoxy-2,2-dimethyl-7-nitro-3,4-dihydro-2H-1-benzopyran), Cl(=O)(=O)(=O)[O-].[Li+] (lithium perchlorate), 42-(phenylethyl)amine, [Cl-].[NH4+] (ammonium chloride). The solvent is O1CCOCC1 (1,4-dioxane). As a reaction SMILES: [O:1]1[C@H:7]2[C@@H:2]1[C:3]([CH3:18])([CH3:17])[O:4][C:5]1[CH:11]=[C:10]([N+:12]([O-:14])=[O:13])[C:9]([O:15][CH3:16])=[CH:8][C:6]=12.Cl([O-])(=O)(=O)=O.[Li+].[Cl-].[NH4+:26]>O1CCOCC1>[CH3:16][O:15][C:9]1[C:10]([N+:12]([O-:14])=[O:13])=[CH:11][C:5]2[O:4][C:3]([CH3:18])([CH3:17])[C@H:2]([OH:1])[C@@H:7]([NH:26][CH2:2][CH2:7][C:6]3[CH:8]=[CH:9][CH:10]=[CH:11][CH:5]=3)[C:6]=2[CH:8]=1 |f:1.2,3.4|. Reaction conditions: temperature 80 celsius, time 1 hour. The reactants are COC=1C=C2C(=CC=NC2=CC1OC)OC1=CC=C(OCC(=O)O)C=C1 (2-{4-[(6,7-Dimethoxy-4-quinolyl)oxy]phenoxy}acetic acid), NC=1C(=CC=CC1)C (o-Toluidine), C(O)([O-])=O.[Na+] (sodium hydrogencarbonate), CCN=C=NCCCN(C)C.Cl (WSC.HCl), C=1C=CC2=C(C1)N=NN2O (HOBT). Run in C(Cl)(Cl)Cl (chloroform), O (H2O). Yields the product CC1=C(C=CC=C1)NC(COC1=CC=C(C=C1)OC1=CC=NC2=CC(=C(C=C12)OC)OC)=O (N1-(2-Methylphenyl)-2-{4-[(6,7-dimethoxy-4-quinolyl)oxy]phenoxy}acetamide). Isolated yield 55.0%. Reaction SMILES: [CH3:1][O:2][C:3]1[CH:4]=[C:5]2[C:10](=[CH:11][C:12]=1[O:13][CH3:14])[N:9]=[CH:8][CH:7]=[C:6]2[O:15][C:16]1[CH:26]=[CH:25][C:19]([O:20][CH2:21][C:22]([OH:24])=O)=[CH:18][CH:17]=1.CCN=C=NCCCN(C)C.Cl.C1C=CC2N(O)N=NC=2C=1.[NH2:49][C:50]1[C:51]([CH3:56])=[CH:52][CH:53]=[CH:54][CH:55]=1.C(=O)([O-])O.[Na+]>C(Cl)(Cl)Cl.O>[CH3:56][C:51]1[CH:52]=[CH:53][CH:54]=[CH:55][C:50]=1[NH:49][C:22](=[O:24])[CH2:21][O:20][C:19]1[CH:25]=[CH:26][C:16]([O:15][C:6]2[C:5]3[C:10](=[CH:11][C:12]([O:13][CH3:14])=[C:3]([O:2][CH3:1])[CH:4]=3)[N:9]=[CH:8][CH:7]=2)=[CH:17][CH:18]=1 |f:1.2,5.6|. Reported procedure: 2-{4-[(6,7-Dimethoxy-4-quinolyl)oxy]phenoxy}acetic acid (150 mg), WSC.HCl (122 mg), and HOBT.H2O (86 mg) were dissolved in chloroform (5 ml) to prepare a solution. o-Toluidine (0.055 ml) was then added to the solution, and the mixture was heated under reflux for 6 hr. A saturated aqueous sodium hydrogencarbonate solution was added to the reaction solution, and the mixture was extracted with chloroform. The extract was washed with saturated brine and was then dried over anhydrous sodium sulfate. ... Product: Cl.NC1=NC=C2N=CN(C2=N1)CCC(CO)CO (2-amino-9-(4-hydroxy-3-hydroxymethylbut-1-yl)purine hydrochloride), hydrochloride salt. Starting materials: Cl (hydrochloric acid), CC1(OCC(CO1)CCN1C2=NC(=NC=C2N=C1)N)C (2,2-dimethyl-5-[2-(2-aminopurin-9-yl)ethyl]-1,3-dioxane). Conditions: time 2 hour. Reported procedure: To a stirred solution of 2,2-dimethyl-5-[2-(2-aminopurin-9-yl)ethyl]-1,3-dioxane (1 g) in a mixture of tetrahydrofuran (20 ml) and methanol (6 ml) at room temperature was added concentrated hydrochloric acid (0.32 ml). The resulting mixture was stirred for 2 hours during which time a solid crystallised. The solid was collected by filtration, washed with tetrahydrofuran (2 ml) and dried under a flow of air to give the desired product as the hydrochloride salt (800 mg, 81% yield). As a reaction SMILES: CC1(C)[O:7][CH2:6][CH:5]([CH2:8][CH2:9][N:10]2[CH:18]=[N:17][C:16]3[C:11]2=[N:12][C:13]([NH2:19])=[N:14][CH:15]=3)[CH2:4][O:3]1.[ClH:21]>O1CCCC1.CO>[ClH:21].[NH2:19][C:13]1[N:12]=[C:11]2[C:16]([N:17]=[CH:18][N:10]2[CH2:9][CH2:8][CH:5]([CH2:6][OH:7])[CH2:4][OH:3])=[CH:15][N:14]=1 |f:4.5|. Run in O1CCCC1 (tetrahydrofuran), CO (methanol). Isolated yield 81.0%.